Dataset: the Open Reaction Database (ORD), a public repository of structured organic reaction records. Task: describe an organic reaction: reactants, conditions, products, and yield The reactants are CC(C)C(NC(=O)c1ccc(C(=O)O)cc1)C(=O)N1CCCC1C(=O)NC(C(=O)C(F)(F)F)C(C)C, NCC(=O)OCc1ccccc1, CN(C)C=O, On1nnc2ccccc21, Cc1ccc(S(=O)(=O)O)cc1. Yields the product CC(C)C(NC(=O)c1ccc(C(=O)NCC(=O)OCc2ccccc2)cc1)C(=O)N1CCCC1C(=O)NC(C(=O)C(F)(F)F)C(C)C. Reaction SMILES: [C:24](=[O:25])([OH:26])[c:27]1[cH:28][cH:29][c:30]([C:33](=[O:34])[NH:35][CH:36]([CH:37]([CH3:38])[CH3:39])[C:40](=[O:41])[N:42]2[CH:43]([C:44](=[O:45])[NH:46][CH:47]([C:48]([C:49]([F:50])([F:51])[F:52])=[O:53])[CH:54]([CH3:55])[CH3:56])[CH2:57][CH2:58][CH2:59]2)[cH:31][cH:32]1.[CH2:12]([c:13]1[cH:14][cH:15][cH:16][cH:17][cH:18]1)[O:19][C:20]([CH2:21][NH2:22])=[O:23].[O:70]=[CH:71][N:72]([CH3:73])[CH3:74].[OH:60][n:61]1[c:62]2[c:63]([cH:64][cH:65][cH:66][cH:67]2)[n:68][n:69]1.[c:1]1([CH3:2])[cH:3][cH:4][c:5]([S:6]([OH:7])(=[O:8])=[O:9])[cH:10][cH:11]1>>[CH2:12]([c:13]1[cH:14][cH:15][cH:16][cH:17][cH:18]1)[O:19][C:20]([CH2:21][NH:22][C:24](=[O:25])[c:27]1[cH:28][cH:29][c:30]([C:33](=[O:34])[NH:35][CH:36]([CH:37]([CH3:38])[CH3:39])[C:40](=[O:41])[N:42]2[CH:43]([C:44](=[O:45])[NH:46][CH:47]([C:48]([C:49]([F:50])([F:51])[F:52])=[O:53])[CH:54]([CH3:55])[CH3:56])[CH2:57][CH2:58][CH2:59]2)[cH:31][cH:32]1)=[O:23]. Starting materials: C(#N)C1=C(N(C(N([C@@H]1C1=C(C=C(C=C1)C#N)S(=O)(=O)C)C(=O)OC1=CC=C(C=C1)[N+](=O)[O-])=O)C1=CC(=CC=C1)C(F)(F)F)C (4-nitrophenyl (6S)-5-cyano-6-[4-cyano-2-(methylsulfonyl)phenyl]-4-methyl-2-oxo-3-[3-(trifluoromethyl)phenyl]-3,6-dihydropyrimidine-1(2H)-carboxylate), NCCOCCO (2-(2-aminoethoxy)ethanol). The solvent is C(C)#N (acetonitrile). The product is C(#N)C1=C(N(C(N([C@@H]1C1=C(C=C(C=C1)C#N)S(=O)(=O)C)C(=O)NCCOCCO)=O)C1=CC(=CC=C1)C(F)(F)F)C ((6S)-5-Cyano-6-[4-cyano-2-(methylsulfonyl)phenyl]-N-[2-(2-hydroxyethoxy)ethyl]-4-methyl-2-oxo-3-[3-(trifluoromethyl)phenyl]-3,6-dihydropyrimidine-1(2H)-carboxamide). Reaction SMILES: [C:1]([C:3]1[C@@H:8]([C:9]2[CH:14]=[CH:13][C:12]([C:15]#[N:16])=[CH:11][C:10]=2[S:17]([CH3:20])(=[O:19])=[O:18])[N:7]([C:21](OC2C=CC([N+]([O-])=O)=CC=2)=[O:22])[C:6](=[O:33])[N:5]([C:34]2[CH:39]=[CH:38][CH:37]=[C:36]([C:40]([F:43])([F:42])[F:41])[CH:35]=2)[C:4]=1[CH3:44])#[N:2].[NH2:45][CH2:46][CH2:47][O:48][CH2:49][CH2:50][OH:51]>C(#N)C>[C:1]([C:3]1[C@@H:8]([C:9]2[CH:14]=[CH:13][C:12]([C:15]#[N:16])=[CH:11][C:10]=2[S:17]([CH3:20])(=[O:19])=[O:18])[N:7]([C:21]([NH:45][CH2:46][CH2:47][O:48][CH2:49][CH2:50][OH:51])=[O:22])[C:6](=[O:33])[N:5]([C:34]2[CH:39]=[CH:38][CH:37]=[C:36]([C:40]([F:42])([F:43])[F:41])[CH:35]=2)[C:4]=1[CH3:44])#[N:2]. Procedure details: According to the General Procedure 1, 4-nitrophenyl (6S)-5-cyano-6-[4-cyano-2-(methylsulfonyl)phenyl]-4-methyl-2-oxo-3-[3-(trifluoromethyl)phenyl]-3,6-dihydropyrimidine-1(2H)-carboxylate (46.5 mg, 0.074 mmol; Example 6A) was reacted with 2-(2-aminoethoxy)ethanol (23.4 mg, 0.223 mmol) in acetonitrile (1 ml) to give the target compound (30 mg, 68% of theory). The reactants are C1(=CC=CC=C1)N1C(C(=C(C=C1)CC=1N=NNC1)OC)=S (1-Phenyltriazolylmethyl-3-methoxypyridine-2-thione), B(Br)(Br)Br (BBr3), C(Cl)Cl (CH2Cl2), 148a. Product: C1(=CC=CC=C1)N1C(C(=C(C=C1)CC=1N=NNC1)O)=S (1-Phenyltriazolylmethyl-3-hydroxypyridine-2-thione). Isolated yield 67.3%. As a reaction SMILES: [C:1]1([N:7]2[CH:12]=[CH:11][C:10]([CH2:13][C:14]3[N:15]=[N:16][NH:17][CH:18]=3)=[C:9]([O:19]C)[C:8]2=[S:21])[CH:6]=[CH:5][CH:4]=[CH:3][CH:2]=1.B(Br)(Br)Br.C(Cl)Cl>>[C:1]1([N:7]2[CH:12]=[CH:11][C:10]([CH2:13][C:14]3[N:15]=[N:16][NH:17][CH:18]=3)=[C:9]([OH:19])[C:8]2=[S:21])[CH:2]=[CH:3][CH:4]=[CH:5][CH:6]=1. Procedure details: Reaction of 153a (0.28 g, 0.93 mmol) and 1M BBr3 in CH2Cl2 (1.5 equiv) within 48 h as described for the synthesis of 148a gave compound 154a (0.178 g, 67%) as olive green solid. 1H NMR (400 MHz, CDCl3) δ 8.43 (d, J=16.6 Hz, 1H), 8.39 (s, 1H), 7.79 (dd, J=6.6, 1.3 Hz, 1H), 7.69 (m, 2H), 7.46 (m, 3H), 6.97 (dd, J=7.7, 1.2 Hz, 1H), 6.69 (dd, J=7.6, 6.8 Hz, 1H), 5.94 (s, 2H). 13C NMR (100 MHz, CDC3) δ 168.59, 155.12, 141.60, 136.66, 131.65, 129.69, 128.99, 122.57, 120.60, 114.04, 112.47, 77.30, 76.9... Starting materials: Br.Br.O1C(COC2=C1C=CC=C2)CN2CCC(CC2)CN (1-[(2,3-dihydro-1,4-benzodioxin-2-yl)methyl]-4-piperidinemethanamine dihydrobromide), [O-2].[Ca+2] (calcium oxide), N(=C=S)C1=CC=C(C=C1)OC (1-isothiocyanato-4-methoxybenzene). The solvent is CO (methanol). Run at time 3 hour. The product is O1C(COC2=C1C=CC=C2)CN2CCC(CC2)CNC(=S)NC2=CC=C(C=C2)OC (N-[[1-[(2,3-dihydro-1,4-benzodioxin-2-yl)methyl]-4-piperidinyl]methyl]-N'-(4-methoxyphenyl)thiourea). RXN SMILES: Br.Br.[O:3]1[C:8]2[CH:9]=[CH:10][CH:11]=[CH:12][C:7]=2[O:6][CH2:5][CH:4]1[CH2:13][N:14]1[CH2:19][CH2:18][CH:17]([CH2:20][NH2:21])[CH2:16][CH2:15]1.[O-2].[Ca+2].[N:24]([C:27]1[CH:32]=[CH:31][C:30]([O:33][CH3:34])=[CH:29][CH:28]=1)=[C:25]=[S:26]>CO>[O:3]1[C:8]2[CH:9]=[CH:10][CH:11]=[CH:12][C:7]=2[O:6][CH2:5][CH:4]1[CH2:13][N:14]1[CH2:15][CH2:16][CH:17]([CH2:20][NH:21][C:25]([NH:24][C:27]2[CH:32]=[CH:31][C:30]([O:33][CH3:34])=[CH:29][CH:28]=2)=[S:26])[CH2:18][CH2:19]1 |f:0.1.2,3.4|. Reported procedure: A mixture of 6.4 parts of (1-[(2,3-dihydro-1,4-benzodioxin-2-yl)methyl]-4-piperidinemethanamine dihydrobromide, 4 parts of calcium oxide and 80 parts of methanol was stirred for 3 hours at room temperature. Then there were added 5 parts of 1-isothiocyanato-4-methoxybenzene and the whole was stirred for 3 hours at room temperature. The whole was filtered and the filtrate was evaporated. The sticky residue was suspended in a mixture of 1,1'-oxybisethane and 2,2'-oxybispropane, the latter was decan... Starting materials: Cl, CC(C)(C)N(O)CC(=O)c1cc(Br)c(N)c(C#N)c1. Yields the product CC(C)(C)N(O)CC(O)c1cc(Br)c(N)c(C#N)c1. As a reaction SMILES: [ClH:1].[NH2:2][c:3]1[c:4]([Br:20])[cH:5][c:6]([C:11]([CH2:12][N:13]([C:14]([CH3:15])([CH3:16])[CH3:17])[OH:18])=[O:19])[cH:7][c:8]1[C:9]#[N:10]>>[NH2:2][c:3]1[c:4]([Br:20])[cH:5][c:6]([CH:11]([CH2:12][N:13]([C:14]([CH3:15])([CH3:16])[CH3:17])[OH:18])[OH:19])[cH:7][c:8]1[C:9]#[N:10]. Reactants: NC1=C(C=C(C=2C(C3=CC=CC=C3C(C12)=O)=O)O)Cl (1-amino-2-chloro-4-hydroxyanthraquinone), C(CCCCCCCCCCC)OS(=O)(=O)C1=CC=CC=C1.N(CCO)CCO (diethanolamine dodecylbenzenesulfonate), C([O-])([O-])=O.[K+].[K+] (potassium carbonate), ClC1=CC=C(C=C1)O (p-chlorophenol), C([O-])([O-])=O.[Na+].[Na+] (sodium carbonate). The reagents and catalysts are [Cl-].C[N+](CC1=CC=CC=C1)(C)C (trimethylbenzylammonium chloride). The solvent is O (water). Reaction conditions: temperature 140 celsius. Product: 88, NC1=C(C=C(C=2C(C3=CC=CC=C3C(C12)=O)=O)O)OC1=CC=C(C=C1)Cl (1-amino-2-(4'-chlorophenoxy)-4-hydroxyanthraquinone). Isolated yield 97.0%. As a reaction SMILES: C(=O)([O-])[O-].[K+].[K+].[Cl:7][C:8]1[CH:13]=[CH:12][C:11]([OH:14])=[CH:10][CH:9]=1.C(OS(C1C=CC=CC=1)(=O)=O)CCCCCCCCCCC.N(CCO)CCO.[NH2:44][C:45]1[C:58]2[C:57](=[O:59])[C:56]3[C:51](=[CH:52][CH:53]=[CH:54][CH:55]=3)[C:50](=[O:60])[C:49]=2[C:48]([OH:61])=[CH:47][C:46]=1Cl.C(=O)([O-])[O-].[Na+].[Na+]>[Cl-].C[N+](C)(C)CC1C=CC=CC=1.O>[NH2:44][C:45]1[C:58]2[C:57](=[O:59])[C:56]3[C:51](=[CH:52][CH:53]=[CH:54][CH:55]=3)[C:50](=[O:60])[C:49]=2[C:48]([OH:61])=[CH:47][C:46]=1[O:14][C:11]1[CH:12]=[CH:13][C:8]([Cl:7])=[CH:9][CH:10]=1 |f:0.1.2,4.5,7.8.9,10.11|. Procedure details: 35 parts of potassium carbonate, 65 parts of p-chlorophenol, 4 parts of a 50% strength aqueous solution of diethanolamine dodecylbenzenesulfonate to act as a dispersant, 7 parts of a 50% strength aqueous solution of trimethylbenzylammonium chloride and 70 parts of 1-amino-2-chloro-4-hydroxyanthraquinone (95% pure) are introduced into 250 parts of water (resulting in a pH of 11), and the mixture is heated for 15 hours at 140° C., under a pressure of about 4.5 bar, whilst stirring. When it has coo... The reactants are CCOC(=O)CC1OB(O)c2cc(Oc3cc(C#N)ncn3)cc(C)c21, C1CCOC1, Cl, [Li+], [OH-], O. Product: Cc1cc(Oc2cc(C#N)ncn2)cc2c1C(CC(=O)O)OB2O. Reaction SMILES: [CH2:1]([CH3:2])[O:3][C:4]([CH2:5][CH:6]1[c:7]2[c:8]([cH:12][c:13]([O:17][c:18]3[n:19][cH:20][n:21][c:22]([C:24]#[N:25])[cH:23]3)[cH:14][c:15]2[CH3:16])[B:9]([OH:11])[O:10]1)=[O:26].[CH2:30]1[O:31][CH2:32][CH2:33][CH2:34]1.[ClH:29].[Li+:28].[OH-:27].[OH2:35]>>[O:3]=[C:4]([CH2:5][CH:6]1[c:7]2[c:8]([cH:12][c:13]([O:17][c:18]3[n:19][cH:20][n:21][c:22]([C:24]#[N:25])[cH:23]3)[cH:14][c:15]2[CH3:16])[B:9]([OH:11])[O:10]1)[OH:26]. Starting materials: 1.71-g, BrCC1=CC=CC=C1 (α-bromotoluene), BrCC1=CC=CC=C1 (α-bromotoluene), [C-]#N.CN(C)[S+](N(C)C)N(C)C (tris(dimethylamino)sulfonium cyanide). Run in C(C)#N (acetonitrile). Yields the product C(C1=CC=CC=C1)C#N (benzyl cyanide). The yield is 95.0%. RXN SMILES: Br[CH2:2][C:3]1[CH:8]=[CH:7][CH:6]=[CH:5][CH:4]=1.[C-]#N.[CH3:11][N:12]([S+](N(C)C)N(C)C)C>C(#N)C>[CH2:2]([C:11]#[N:12])[C:3]1[CH:8]=[CH:7][CH:6]=[CH:5][CH:4]=1 |f:1.2|. Reported procedure: A 1.71-g (10 mmole) sample of α-bromotoluene was injected into a solution of 1.90 g (10 mmole) of tris(dimethylamino)sulfonium cyanide in 2.4 ml (1.9 g) acetonitrile, and the mixture was shaken. The mixture became warm. After cooling, analysis by gas chromatography showed that all of the α-bromotoluene had been consumed, benzyl cyanide was formed in 95% yield, and benzyl isocyanide was formed in 5% yield. Crystals of tris(dimethylamino)sulfonium bromide separated from the reaction mixture. The reactants are [Si](C)(C)(C(C)(C)C)O[C@@H]1C[C@H]([C@@H](CC1)OC1=CC(=C(C=C1Cl)S(=O)(=O)N(C1=NC=NC=C1)CC1=C(C=C(C=C1)OC)OC)F)C1=CC=NN1C (4-{[(1R,2S,4S)-4-{[tert-butyl(dimethyl)silyl]oxy}-2-(1-methyl-1H-pyrazol-5-yl)cyclohexyl]oxy}-5-chloro-N-(2,4-dimethoxybenzyl)-2-fluoro-N-(pyrimidin-4-yl)benzenesulfonamide), [F-].C(CCC)[N+](CCCC)(CCCC)CCCC (tetrabutyl ammonium fluoride). The solvent is C1CCOC1 (THF). The product is ClC=1C(=CC(=C(C1)S(=O)(=O)N(C1=NC=NC=C1)CC1=C(C=C(C=C1)OC)OC)F)O[C@H]1[C@@H](C[C@H](CC1)O)C1=CC=NN1C (5-Chloro-N-(2,4-dimethoxybenzyl)-2-fluoro-4-{[(1R,2S,4S)-4-hydroxy-2-(1-methyl-1H-pyrazol-5-yl)cyclohexyl]oxy}-N-(pyrimidin-4-yl)benzenesulfonamide). The yield is 82.1%. As a reaction SMILES: [Si]([O:8][C@H:9]1[CH2:14][CH2:13][C@@H:12]([O:15][C:16]2[C:21]([Cl:22])=[CH:20][C:19]([S:23]([N:26]([CH2:33][C:34]3[CH:39]=[CH:38][C:37]([O:40][CH3:41])=[CH:36][C:35]=3[O:42][CH3:43])[C:27]3[CH:32]=[CH:31][N:30]=[CH:29][N:28]=3)(=[O:25])=[O:24])=[C:18]([F:44])[CH:17]=2)[C@H:11]([C:45]2[N:49]([CH3:50])[N:48]=[CH:47][CH:46]=2)[CH2:10]1)(C(C)(C)C)(C)C.[F-].C([N+](CCCC)(CCCC)CCCC)CCC>C1COCC1>[Cl:22][C:21]1[C:16]([O:15][C@@H:12]2[CH2:13][CH2:14][C@H:9]([OH:8])[CH2:10][C@H:11]2[C:45]2[N:49]([CH3:50])[N:48]=[CH:47][CH:46]=2)=[CH:17][C:18]([F:44])=[C:19]([S:23]([N:26]([CH2:33][C:34]2[CH:39]=[CH:38][C:37]([O:40][CH3:41])=[CH:36][C:35]=2[O:42][CH3:43])[C:27]2[CH:32]=[CH:31][N:30]=[CH:29][N:28]=2)(=[O:25])=[O:24])[CH:20]=1 |f:1.2|. Reported procedure: The reaction and aftertreatment were conducted in the same manner as in Example 120c by using the 4-{[(1R,2S,4S)-4-{[tert-butyl(dimethyl)silyl]oxy}-2-(1-methyl-1H-pyrazol-5-yl)cyclohexyl]oxy}-5-chloro-N-(2,4-dimethoxybenzyl)-2-fluoro-N-(pyrimidin-4-yl)benzenesulfonamide (272 mg, 0.364 mmol) prepared in Example 164b, tetrabutyl ammonium fluoride (1.0 M solution in THF; 0.729 mL, 0.729 mmol) and THF (5.0 mL), to yield the title compound (189 mg, 82%) as a colorless amorphous solid.